The task is: describe an organic reaction: reactants, conditions, products, and yield. This data is from the Open Reaction Database (ORD), a public repository of structured organic reaction records. Reactants: Cc1c(N)cccc1Br, CN(C)c1ccc(C(=O)O)cc1, CCN(C(C)C)C(C)C, CC(C)=C(Cl)N(C)C, ClCCl, [Na+], O=C([O-])O. The product is Cc1c(Br)cccc1NC(=O)c1ccc(N(C)C)cc1. RXN SMILES: [Br:21][c:22]1[c:23]([CH3:29])[c:24]([NH2:25])[cH:26][cH:27][cH:28]1.[CH3:1][N:2]([c:3]1[cH:4][cH:5][c:6]([C:7](=[O:8])[OH:9])[cH:10][cH:11]1)[CH3:12].[CH:30]([N:31]([CH2:32][CH3:33])[CH:34]([CH3:35])[CH3:36])([CH3:37])[CH3:38].[Cl:13][C:14]([N:15]([CH3:16])[CH3:17])=[C:18]([CH3:19])[CH3:20].[Cl:39][CH2:40][Cl:41].[Na+:46].[O-:42][C:43]([OH:44])=[O:45]>>[CH3:1][N:2]([c:3]1[cH:4][cH:5][c:6]([C:7](=[O:9])[NH:25][c:24]2[c:23]([CH3:29])[c:22]([Br:21])[cH:28][cH:27][cH:26]2)[cH:10][cH:11]1)[CH3:12]. The reactants are C[C@@H]1CC[C@H](CC1)NC(C=CC1=CC(=C(C=C1)OC(C)=O)OC)=O (N-(trans-4-methylcyclohexyl)-4-acetoxy-3-methoxycinnamamide), C([O-])([O-])=O.[K+].[K+] (potassium carbonate). Solvent: CO (methanol). The product is C[C@@H]1CC[C@H](CC1)NC(C=CC1=CC(=C(C=C1)O)OC)=O (N-(trans-4-methylcyclohexyl)-4-hydroxy-3-methoxycinnamamide). Isolated yield 85.1%. RXN SMILES: [CH3:1][C@H:2]1[CH2:7][CH2:6][C@H:5]([NH:8][C:9](=[O:24])[CH:10]=[CH:11][C:12]2[CH:17]=[CH:16][C:15]([O:18]C(=O)C)=[C:14]([O:22][CH3:23])[CH:13]=2)[CH2:4][CH2:3]1.C(=O)([O-])[O-].[K+].[K+]>CO>[CH3:1][C@H:2]1[CH2:3][CH2:4][C@H:5]([NH:8][C:9](=[O:24])[CH:10]=[CH:11][C:12]2[CH:17]=[CH:16][C:15]([OH:18])=[C:14]([O:22][CH3:23])[CH:13]=2)[CH2:6][CH2:7]1 |f:1.2.3|. Procedure: Using 3.7 g of N-(trans-4-methylcyclohexyl)-4-acetoxy-3-methoxycinnamamide (Example 130), 100 ml of methanol, and 5 g of potassium carbonate, a reaction similar to that conducted in Example 105 was carried out. As a result, 2.75 g of N-(trans-4-methylcyclohexyl)-4-hydroxy-3-methoxycinnamamide (a compound of the present invention) was obtained as white crystal, which had the following physiochemical properties: The reactants are CCCNCCC12CC3CC(CC(C3)C1)C2, CCN=C=NCCCN(C)C, CN1CCOCC1, CN(C)C=O, Cl, O=C(O)CCCCc1ccncc1. The product is CCCN(CCC12CC3CC(CC(C3)C1)C2)C(=O)CCCCc1ccncc1. As a reaction SMILES: [C:1]12([CH2:11][CH2:12][NH:13][CH2:14][CH2:15][CH3:16])[CH2:2][CH:3]3[CH2:4][CH:5]([CH2:6][CH:7]([CH2:8]1)[CH2:9]3)[CH2:10]2.[CH2:38]([N:39]=[C:40]=[N:41][CH2:42][CH2:43][CH2:44][N:45]([CH3:46])[CH3:47])[CH3:48].[CH3:30][N:31]1[CH2:32][CH2:33][O:34][CH2:35][CH2:36]1.[CH3:49][N:50]([CH3:51])[CH:52]=[O:53].[ClH:37].[n:17]1[cH:18][cH:19][c:20]([CH2:23][CH2:24][CH2:25][CH2:26][C:27](=[O:28])[OH:29])[cH:21][cH:22]1>>[C:1]12([CH2:11][CH2:12][N:13]([CH2:14][CH2:15][CH3:16])[C:27]([CH2:26][CH2:25][CH2:24][CH2:23][c:20]3[cH:19][cH:18][n:17][cH:22][cH:21]3)=[O:29])[CH2:2][CH:3]3[CH2:4][CH:5]([CH2:6][CH:7]([CH2:8]1)[CH2:9]3)[CH2:10]2.